The task is: describe an organic reaction: reactants, conditions, products, and yield. This data is from the Open Reaction Database (ORD), a public repository of structured organic reaction records. Run at time 6 hour. Isolated yield 92.5%. Yields the product C(C)(=O)OCC(COC(C)=O)(CCC1=CC=C(C=C1)OCCCCCCCC)NC(C)=O (2-Acetamido-2-[2-(4-octyloxyphenyl)ethyl]-1,3-propanediol diacetate). The reagents and catalysts are [C].[Pd] (Palladium carbon). The solvent is C(C)O (ethanol). Procedure details: 10% Palladium carbon (0.1 g) was added to a solution (30 ml) of 2-acetamido-2-[2-{4-(7-octenyloxy)phenyl}ethyl]-1,3-propanediol diacetate (1.27 g) in ethanol and the mixture was stirred at ordinary temperature and at atmospheric pressure for 6 hours under a hydrogen atmosphere. The catalyst was filtered off and the filtrate was concentrated. The residue was collected by filtration to give the subject compound (1.18 g). The reactants are C(C)(=O)OCC(COC(C)=O)(CCC1=CC=C(C=C1)OCCCCCCC=C)NC(C)=O (2-acetamido-2-[2-{4-(7-octenyloxy)phenyl}ethyl]-1,3-propanediol diacetate). As a reaction SMILES: [C:1]([O:4][CH2:5][C:6]([NH:29][C:30](=[O:32])[CH3:31])([CH2:12][CH2:13][C:14]1[CH:19]=[CH:18][C:17]([O:20][CH2:21][CH2:22][CH2:23][CH2:24][CH2:25][CH2:26][CH:27]=[CH2:28])=[CH:16][CH:15]=1)[CH2:7][O:8][C:9](=[O:11])[CH3:10])(=[O:3])[CH3:2]>C(O)C.[C].[Pd]>[C:9]([O:8][CH2:7][C:6]([NH:29][C:30](=[O:32])[CH3:31])([CH2:12][CH2:13][C:14]1[CH:19]=[CH:18][C:17]([O:20][CH2:21][CH2:22][CH2:23][CH2:24][CH2:25][CH2:26][CH2:27][CH3:28])=[CH:16][CH:15]=1)[CH2:5][O:4][C:1](=[O:3])[CH3:2])(=[O:11])[CH3:10] |f:2.3|. Reactants: CC(C(=O)O)C(=O)NCC(F)(F)C(F)(F)F, NC1C(=O)N(CCOCc2ccccc2)c2ccccc2-c2ccccc21. Yields the product CC(C(=O)NCC(F)(F)C(F)(F)F)C(=O)NC1C(=O)N(CCOCc2ccccc2)c2ccccc2-c2ccccc21. Reaction SMILES: [CH3:28][CH:29]([C:30](=[O:31])[OH:32])[C:33](=[O:34])[NH:35][CH2:36][C:37]([C:38]([F:39])([F:40])[F:41])([F:42])[F:43].[NH2:1][CH:2]1[c:3]2[c:4]([cH:24][cH:25][cH:26][cH:27]2)-[c:5]2[c:6]([cH:20][cH:21][cH:22][cH:23]2)[N:7]([CH2:10][CH2:11][O:12][CH2:13][c:14]2[cH:15][cH:16][cH:17][cH:18][cH:19]2)[C:8]1=[O:9]>>[NH:1]([CH:2]1[c:3]2[c:4]([cH:24][cH:25][cH:26][cH:27]2)-[c:5]2[c:6]([cH:20][cH:21][cH:22][cH:23]2)[N:7]([CH2:10][CH2:11][O:12][CH2:13][c:14]2[cH:15][cH:16][cH:17][cH:18][cH:19]2)[C:8]1=[O:9])[C:30]([CH:29]([CH3:28])[C:33](=[O:34])[NH:35][CH2:36][C:37]([C:38]([F:39])([F:40])[F:41])([F:42])[F:43])=[O:31].